From a dataset of the Open Reaction Database (ORD), a public repository of structured organic reaction records. describe an organic reaction: reactants, conditions, products, and yield Starting materials: ClC1=CC=C(C=C1)C[C@H](C(=O)N1CCC(CC1)C1=C(C=CC=C1)CCO)NC(=O)[C@H]1N(CC2=CC=CC=C2C1)C(=O)OC(C)(C)C (tert-Butyl 3-[N-((1R)-1-[(4-chlorophenyl)methyl]-2-{4-[2-(hydroxyethyl)phenyl]-piperidyl}-2-oxoethyl)carbamoyl](3S)-1,2,3,4-tetrahydroisoquinoline-2-carboxylate), C(=O)(C(F)(F)F)O (TFA). Solvent: C(Cl)Cl (CH2Cl2). Reaction conditions: time 30 minute. Product: ClC1=CC=C(C=C1)C[C@H](C(=O)N1CCC(CC1)C1=C(C=CC=C1)CCO)NC(=O)[C@H]1NCC2=CC=CC=C2C1 (N-((1R)-1-[(4-Chlorophenyl)methyl]-2-{4-[2-(hydroxyethyl)phenyl]piperidyl)-2-oxoethyl)((3s)(3-1,2,3,4-tetrahydroisoquinolyl))carboxamide). The yield is 53.1%. Reaction SMILES: [Cl:1][C:2]1[CH:7]=[CH:6][C:5]([CH2:8][C@@H:9]([NH:27][C:28]([C@@H:30]2[CH2:39][C:38]3[C:33](=[CH:34][CH:35]=[CH:36][CH:37]=3)[CH2:32][N:31]2C(OC(C)(C)C)=O)=[O:29])[C:10]([N:12]2[CH2:17][CH2:16][CH:15]([C:18]3[CH:23]=[CH:22][CH:21]=[CH:20][C:19]=3[CH2:24][CH2:25][OH:26])[CH2:14][CH2:13]2)=[O:11])=[CH:4][CH:3]=1.C(O)(C(F)(F)F)=O>C(Cl)Cl>[Cl:1][C:2]1[CH:3]=[CH:4][C:5]([CH2:8][C@@H:9]([NH:27][C:28]([C@@H:30]2[CH2:39][C:38]3[C:33](=[CH:34][CH:35]=[CH:36][CH:37]=3)[CH2:32][NH:31]2)=[O:29])[C:10]([N:12]2[CH2:17][CH2:16][CH:15]([C:18]3[CH:23]=[CH:22][CH:21]=[CH:20][C:19]=3[CH2:24][CH2:25][OH:26])[CH2:14][CH2:13]2)=[O:11])=[CH:6][CH:7]=1. Procedure: The title compound was prepared according to the procedure described in Example 3 (Step b) using tert-butyl 3-[N-((1R)-1-[(4-chlorophenyl)methyl]-2-(4-[2-(hydroxyethyl)phenyl]-piperidyl]-2-oxoethyl)carbamoyl]-(3S)-1,2,3,4-tetrahydroisoquinoline-2-carboxylate (Step f) (323 mg, 0.5 mmol) and 50% TFA in CH2Cl2 (20 mL). Purification by reverse phase preparative HPLC (Phenomenex; 5 μm 250×21.2 mm, 5% to 95% CH3CN (0.1% TFA) in H2O (0.1% TFA) over 30 min, then 100% CH3CN (0.1% TFA) for 2 min] provided... Yields the product COC(=O)CCCC=CCC1C(Cl)CC(OC2CCCCO2)C1C=O. RXN SMILES: [C:26](=[O:27])([OH:28])[O-:29].[CH3:1][O:2][C:3]([CH2:4][CH2:5][CH2:6][CH:7]=[CH:8][CH2:9][CH:10]1[CH:11]([CH2:23][OH:24])[CH:12]([O:16][CH:17]2[O:18][CH2:19][CH2:20][CH2:21][CH2:22]2)[CH2:13][CH:14]1[Cl:15])=[O:25].[CH3:40][CH2:41][O:42][CH2:43][CH3:44].[Cl:37][CH2:38][Cl:39].[Na+:30].[OH2:36].[S:31](=[O:32])(=[O:33])([OH:34])[OH:35]>>[CH3:1][O:2][C:3]([CH2:4][CH2:5][CH2:6][CH:7]=[CH:8][CH2:9][CH:10]1[CH:11]([CH:23]=[O:24])[CH:12]([O:16][CH:17]2[O:18][CH2:19][CH2:20][CH2:21][CH2:22]2)[CH2:13][CH:14]1[Cl:15])=[O:25]. Starting materials: O=C([O-])O, COC(=O)CCCC=CCC1C(Cl)CC(OC2CCCCO2)C1CO, CCOCC, ClCCl, [Na+], O, O=S(=O)(O)O.